From a dataset of the Open Reaction Database (ORD), a public repository of structured organic reaction records. describe an organic reaction: reactants, conditions, products, and yield Starting materials: [Si](C)(C)(C(C)(C)C)O[C@@H]1C[C@H](N(C1)C(=O)OCC1=CC=C(C=C1)[N+](=O)[O-])CS[C@@H]1CN(CC1)C(=O)OCC1=CC=C(C=C1)[N+](=O)[O-] ((2S,4R)-4-t-butyldimethylsilyloxy-1-(4-nitrobenzyloxycarbonyl)-2-[{(3S)-1-(4-nitrobenzyloxycarbonyl)pyrrolidin-3-ylthio}methyl]pyrrolidine), Cl (hydrochloric acid). Solvent: C(C)(=O)OCC (ethyl acetate), CO (methanol), O1CCCC1 (tetrahydrofuran). Run at time 1 hour. Yields the product O[C@@H]1C[C@H](N(C1)C(=O)OCC1=CC=C(C=C1)[N+](=O)[O-])CS[C@@H]1CN(CC1)C(=O)OCC1=CC=C(C=C1)[N+](=O)[O-] ((2S,4R)-4-hydroxy-1-(4-nitrobenzyloxycarbonyl)-2-[{(3S)-1-(4-nitrobenzyloxycarbonyl)pyrrolidin-3-ylthio}-methyl]pyrrolidine). Yield: 68.3%. As a reaction SMILES: [Si]([O:8][C@H:9]1[CH2:13][N:12]([C:14]([O:16][CH2:17][C:18]2[CH:23]=[CH:22][C:21]([N+:24]([O-:26])=[O:25])=[CH:20][CH:19]=2)=[O:15])[C@H:11]([CH2:27][S:28][C@H:29]2[CH2:33][CH2:32][N:31]([C:34]([O:36][CH2:37][C:38]3[CH:43]=[CH:42][C:41]([N+:44]([O-:46])=[O:45])=[CH:40][CH:39]=3)=[O:35])[CH2:30]2)[CH2:10]1)(C(C)(C)C)(C)C.Cl>CO.O1CCCC1.C(OCC)(=O)C>[OH:8][C@H:9]1[CH2:13][N:12]([C:14]([O:16][CH2:17][C:18]2[CH:19]=[CH:20][C:21]([N+:24]([O-:26])=[O:25])=[CH:22][CH:23]=2)=[O:15])[C@H:11]([CH2:27][S:28][C@H:29]2[CH2:33][CH2:32][N:31]([C:34]([O:36][CH2:37][C:38]3[CH:39]=[CH:40][C:41]([N+:44]([O-:46])=[O:45])=[CH:42][CH:43]=3)=[O:35])[CH2:30]2)[CH2:10]1. Reported procedure: To a solution of (2S,4R)-4-t-butyldimethylsilyloxy-1-(4-nitrobenzyloxycarbonyl)-2-[{(3S)-1-(4-nitrobenzyloxycarbonyl)pyrrolidin-3-ylthio}methyl]pyrrolidine (1.94 g) in a mixture of methanol (20 ml) and tetrahydrofuran (20 ml) was added conc. hydrochloric acid (0.48 ml) at ambient temperature and the mixture was stirred at ambient temperature for 1 hour. The reaction mixture was evaporated in vacuo to give a residue. The residue was dissolved in ethyl acetate (50 ml) and the solution was washed t... Starting materials: C1(CCCC1)C1(OC(CC(C1)=O)=O)CCC1=CC(=C(C=C1)C(C#N)(C)C)F (2-{4-[2-(2-cyclopentyl-4,6-dioxotetrahydro-2H-pyran-2-yl)ethyl]-2-fluorophenyl}-2-methylpropanenitrile), C1CCC2=NCCCN2CC1 (DBU), CI (MeI). Reaction conditions: temperature 0 celsius, time 1 hour. Product: C1(CCCC1)C1(OC(C=C(C1)OC)=O)CCC1=CC(=C(C=C1)C(C#N)(C)C)F (2-{4-[2-(2-Cyclopentyl-4-methoxy-6-oxo-3,6-dihydro-2H-pyran-2-yl)-ethyl]-2-fluoro-phenyl}-2-methyl-propionitrile). The yield is 40.2%. Reaction SMILES: [CH:1]1([C:6]2([CH2:14][CH2:15][C:16]3[CH:21]=[CH:20][C:19]([C:22]([CH3:26])([CH3:25])[C:23]#[N:24])=[C:18]([F:27])[CH:17]=3)[CH2:11][C:10](=[O:12])[CH2:9][C:8](=[O:13])[O:7]2)[CH2:5][CH2:4][CH2:3][CH2:2]1.[CH2:28]1CCN2C(=NCCC2)CC1.CI>>[CH:1]1([C:6]2([CH2:14][CH2:15][C:16]3[CH:21]=[CH:20][C:19]([C:22]([CH3:25])([CH3:26])[C:23]#[N:24])=[C:18]([F:27])[CH:17]=3)[CH2:11][C:10]([O:12][CH3:28])=[CH:9][C:8](=[O:13])[O:7]2)[CH2:5][CH2:4][CH2:3][CH2:2]1. Procedure details: A magnetically stirring solution of 2-{4-[2-(2-cyclopentyl-4,6-dioxotetrahydro-2H-pyran-2-yl)ethyl]-2-fluorophenyl}-2-methylpropanenitrile (− rotation, 0.15 g, 0.40 mmol) was cooled to 0° C. DBU (0.18 mL, 1.21 mmol) was added followed by MeI (0.076 mL, 1.21 mmol) and reaction was stirred at 0° C. for 1 hour. The reaction mixture was partitioned between 1N HCl and EtOAc. The layers of the resulting reaction mixture were separated and the organic layer was washed with brine (1×10 mL), then dried o...